This data is from the Open Reaction Database (ORD), a public repository of structured organic reaction records. The task is: describe an organic reaction: reactants, conditions, products, and yield Reactants: C1COCCN1, CCO, O=C1Cc2ccccc2O1. Product: O=C(Cc1ccccc1O)N1CCOCC1. RXN SMILES: [CH2:1]1[CH2:2][O:3][CH2:4][CH2:5][NH:6]1.[CH3:17][CH2:18][OH:19].[O:7]1[C:8](=[O:16])[CH2:9][c:10]2[c:11]1[cH:12][cH:13][cH:14][cH:15]2>>[CH2:1]1[CH2:2][O:3][CH2:4][CH2:5][N:6]1[C:8]([CH2:9][c:10]1[c:11]([OH:7])[cH:12][cH:13][cH:14][cH:15]1)=[O:16]. The reactants are CC1=C(N=C(O1)C1=CC=CC=C1)COC1=CC=C(C=C1)/C=C/CO ((E)-3-[4-(5-methyl-2-phenyl-4-oxazolylmethoxy)phenyl]-2-propen-1-ol). Reagents/catalysts: [O-2].[O-2].[Mn+4] (manganese dioxide). Run in ClCCl (dichloromethane). Run at time 1 hour. The product is CC1=C(N=C(O1)C1=CC=CC=C1)COC1=CC=C(C=CC=O)C=C1 (4-(5-methyl-2-phenyl-4-oxazolylmethoxy)cinnamoaldehyde). The yield is 70.7%. Reaction SMILES: [CH3:1][C:2]1[O:6][C:5]([C:7]2[CH:12]=[CH:11][CH:10]=[CH:9][CH:8]=2)=[N:4][C:3]=1[CH2:13][O:14][C:15]1[CH:20]=[CH:19][C:18](/[CH:21]=[CH:22]/[CH2:23][OH:24])=[CH:17][CH:16]=1>ClCCl.[O-2].[O-2].[Mn+4]>[CH3:1][C:2]1[O:6][C:5]([C:7]2[CH:8]=[CH:9][CH:10]=[CH:11][CH:12]=2)=[N:4][C:3]=1[CH2:13][O:14][C:15]1[CH:16]=[CH:17][C:18]([CH:21]=[CH:22][CH:23]=[O:24])=[CH:19][CH:20]=1 |f:2.3.4|. Reported procedure: Activated manganese dioxide (MnO2) (9.0 g) was added to a solution of (E)-3-[4-(5-methyl-2-phenyl-4-oxazolylmethoxy)phenyl]-2-propen-1-ol (3.7 g) in dichloromethane (80 ml), which was stirred for one hour at room temperature. The reaction mixture was subjected to filtration through celite layer. The filtrate was concentrated under reduced pressure to give 4-(5-methyl-2-phenyl-4-oxazolylmethoxy)cinnamoaldehyde (2.6 g, 70%), which was recrystallized from ethyl acetate--hexane to yield colorless pr... Reactants: CC(CCBr)CC(C)(C)C, CC(CC=O)CC(C)(C)C, CC(CCC(CC(C)CC(C)(C)C)OC(=O)n1cncn1)CC(C)(C)C, [Cu]. Product: CC(CCC(O)CC(C)CC(C)(C)C)CC(C)(C)C. Reaction SMILES: [Br:1][CH2:2][CH2:3][CH:4]([CH3:5])[CH2:6][C:7]([CH3:8])([CH3:9])[CH3:10].[CH3:11][CH:12]([CH2:13][C:14]([CH3:15])([CH3:16])[CH3:17])[CH2:18][CH:19]=[O:20].[CH3:21][C:22]([CH3:23])([CH2:24][CH:25]([CH2:26][CH:27]([CH2:28][CH2:29][CH:30]([CH2:31][C:32]([CH3:33])([CH3:34])[CH3:35])[CH3:36])[O:37][C:38]([n:39]1[cH:40][n:41][cH:42][n:43]1)=[O:44])[CH3:45])[CH3:46].[Cu:47]>>[CH3:21][C:22]([CH3:23])([CH2:24][CH:25]([CH2:26][CH:27]([CH2:28][CH2:29][CH:30]([CH2:31][C:32]([CH3:33])([CH3:34])[CH3:35])[CH3:36])[OH:37])[CH3:45])[CH3:46]. Reactants: ClC1=CC=C(N=N1)N1CCN(CC1)C(=O)C1=C(C=CC=C1)C(F)(F)F ([4-(6-chloro pyridazin-3-yl)piperazin-1-yl]-(2-trifluoromethylphenyl)methanone), C1(=CC=CC=C1)CCS (2-phenylethanethiol), [OH-].[Na+] (sodium hydroxide). Solvent: O1CCOCC1 (1,4-dioxane), O (water). Conditions: temperature 105 celsius. Yields the product C(CC1=CC=CC=C1)SC1=CC=C(N=N1)N1CCN(CC1)C(=O)C1=C(C=CC=C1)C(F)(F)F ([4-(6-PHENETHYLSULFANYLPYRIDAZIN-3-YL)PIPERAZIN-1-YL](2-TRIFLUOROMETHYLPHENYL)METHANONE). Yield: 44.1%. As a reaction SMILES: Cl[C:2]1[N:7]=[N:6][C:5]([N:8]2[CH2:13][CH2:12][N:11]([C:14]([C:16]3[CH:21]=[CH:20][CH:19]=[CH:18][C:17]=3[C:22]([F:25])([F:24])[F:23])=[O:15])[CH2:10][CH2:9]2)=[CH:4][CH:3]=1.[C:26]1([CH2:32][CH2:33][SH:34])[CH:31]=[CH:30][CH:29]=[CH:28][CH:27]=1.[OH-].[Na+]>O1CCOCC1.O>[CH2:33]([S:34][C:2]1[N:7]=[N:6][C:5]([N:8]2[CH2:13][CH2:12][N:11]([C:14]([C:16]3[CH:21]=[CH:20][CH:19]=[CH:18][C:17]=3[C:22]([F:25])([F:24])[F:23])=[O:15])[CH2:10][CH2:9]2)=[CH:4][CH:3]=1)[CH2:32][C:26]1[CH:31]=[CH:30][CH:29]=[CH:28][CH:27]=1 |f:2.3|. Procedure details: A mixture of [4-(6-chloro pyridazin-3-yl)piperazin-1-yl]-(2-trifluoromethylphenyl)methanone (0.089 g, 0.240 mmol), 2-phenylethanethiol (0.049 g, 0.36 mmol) and sodium hydroxide (9.6 mg) in 5 mL 1,4-dioxane was heated at 100-110° C. overnight. The reaction mixture was cooled to room temperature, diluted with 20 mL of water, and then extracted with dichloromethane. The organic layer was washed with water, dried over anhydrous sodium sulphate, then concentrated in vacuo. The residue was purified by... Reactants: FC1=C(OC=2C(=CC(=C(C(=O)C(C(=O)OCC)C(=O)OCC)C2)C)[N+](=O)[O-])C=CC(=C1)F (diethyl 5-(2,4-difluorophenoxy)-2-methyl-4-nitrobenzoylmalonate), S(O)(O)(=O)=O (sulfuric acid), [OH-].[Na+] (sodium hydroxide). The solvent is C(C)(=O)O (acetic acid), O (water). Product: FC1=C(OC=2C(=CC(=C(C2)C(C)=O)C)[N+](=O)[O-])C=CC(=C1)F (5'-(2,4-difluorophenoxy)-2'-methyl-4'-nitroacetophenone). Yield: 48.3%. RXN SMILES: [F:1][C:2]1[CH:31]=[C:30]([F:32])[CH:29]=[CH:28][C:3]=1[O:4][C:5]1[C:6]([N+:25]([O-:27])=[O:26])=[CH:7][C:8]([CH3:24])=[C:9]([CH:23]=1)[C:10]([CH:12](C(OCC)=O)C(OCC)=O)=[O:11].S(=O)(=O)(O)O.[OH-].[Na+]>C(O)(=O)C.O>[F:1][C:2]1[CH:31]=[C:30]([F:32])[CH:29]=[CH:28][C:3]=1[O:4][C:5]1[C:6]([N+:25]([O-:27])=[O:26])=[CH:7][C:8]([CH3:24])=[C:9]([C:10](=[O:11])[CH3:12])[CH:23]=1 |f:2.3|. Procedure: A mixture of diethyl 5-(2,4-difluorophenoxy)-2-methyl-4-nitrobenzoylmalonate (2.1 g) and sulfuric acid (1 ml) in acetic acid (6 ml) and water (5 ml) was refluxed for hours. The reaction mixture was neutralized with an aqueous solution of sodium hydroxide, and extracted with ethyl acetate. The extract was washed with water, dried and concentrated. The oily residue was purified by column chromatography on silica gel (25 g) eluting with a mixture of toluene and ethyl acetate (10:1) to give crystals...